This data is from the Open Reaction Database (ORD), a public repository of structured organic reaction records. The task is: describe an organic reaction: reactants, conditions, products, and yield Reactants: CC(C(=O)O)(C)SC1=CN=C(S1)NC(=O)N(CCC1=CC=CC=C1)[C@@H]1CC[C@H](CC1)C (2-methyl-2-{2-[3-(trans-4-methyl-cyclohexyl)-3-phenethyl-ureido]-thiazol-5-ylsulfanyl}-propionic acid), BrCCC1=CC(=CC=C1)Cl (1-(2-bromo-ethyl)-3-chloro-benzene), C(C)OC(C(C)(C)SC1=CN=C(S1)N)=O (2-(2-amino-thiazol-5-ylsulfanyl)-2-methyl-propionic acid ethyl ester). Product: ClC=1C=C(C=CC1)CCN(C(NC=1SC(=CN1)SC(C(=O)O)(C)C)=O)[C@@H]1CC[C@H](CC1)C (2-{2-[3-[2-(3-Chloro-phenyl)-ethyl]-3-(trans-4-methyl-cyclohexyl)-ureido]-thiazol-5-ylsulfanyl}-2-methyl-propionic acid). Reaction SMILES: [CH3:1][C:2]([S:7][C:8]1[S:12][C:11]([NH:13][C:14]([N:16]([C@H:25]2[CH2:30][CH2:29][C@H:28]([CH3:31])[CH2:27][CH2:26]2)[CH2:17][CH2:18][C:19]2[CH:24]=[CH:23][CH:22]=[CH:21][CH:20]=2)=[O:15])=[N:10][CH:9]=1)([CH3:6])[C:3]([OH:5])=[O:4].BrCCC1C=CC=C([Cl:41])C=1.C(OC(=O)C(SC1SC(N)=NC=1)(C)C)C>>[Cl:41][C:21]1[CH:20]=[C:19]([CH2:18][CH2:17][N:16]([C@H:25]2[CH2:26][CH2:27][C@H:28]([CH3:31])[CH2:29][CH2:30]2)[C:14](=[O:15])[NH:13][C:11]2[S:12][C:8]([S:7][C:2]([CH3:1])([CH3:6])[C:3]([OH:5])=[O:4])=[CH:9][N:10]=2)[CH:24]=[CH:23][CH:22]=1. Procedure details: The compound was prepared following an analogous procedure to the one described for the synthesis of 2-methyl-2-{2-[3-(trans-4-methyl-cyclohexyl)-3-phenethyl-ureido]-thiazol-5-ylsulfanyl}-propionic acid using 1-(2-bromo-ethyl)-3-chloro-benzene and 2-(2-amino-thiazol-5-ylsulfanyl)-2-methyl-propionic acid ethyl ester. Reactants: BrC1=C(C=C(C(=C1)Cl)OCCO[Si](C)(C)C(C)(C)C)N (2-bromo-5-[2-(tert-butyl-dimethyl-silanyloxy)-ethoxy]-4-chloro-phenylamine), N1=CC=CC=C1 (pyridine), C(=O)(Cl)Cl (phosgene). Reagents/catalysts: CN(C)C=1C=CN=CC1 (DMAP). Solvent: C1(=CC=CC=C1)C (toluene), C1(=CC=CC=C1)C (toluene). Conditions: time 2 hour. Yields the product BrC1=CC(=C(OCCO[Si](C)(C)C(C)(C)C)C=C1N=C=O)Cl ([2-(4-bromo-2-chloro-5-isocyanato-phenoxy)-ethoxy]-tert-butyl-dimethyl-silane). RXN SMILES: [Br:1][C:2]1[CH:7]=[C:6]([Cl:8])[C:5]([O:9][CH2:10][CH2:11][O:12][Si:13]([C:16]([CH3:19])([CH3:18])[CH3:17])([CH3:15])[CH3:14])=[CH:4][C:3]=1[NH2:20].N1C=CC=CC=1.[C:27](Cl)(Cl)=[O:28]>C1(C)C=CC=CC=1.CN(C1C=CN=CC=1)C>[Br:1][C:2]1[C:3]([N:20]=[C:27]=[O:28])=[CH:4][C:5]([O:9][CH2:10][CH2:11][O:12][Si:13]([C:16]([CH3:17])([CH3:19])[CH3:18])([CH3:14])[CH3:15])=[C:6]([Cl:8])[CH:7]=1. Procedure details: To a solution of 2-bromo-5-[2-(tert-butyl-dimethyl-silanyloxy)-ethoxy]-4-chloro-phenylamine (0.15 g, 0.393 mmol) in toluene (3 ml) was added pyridine (0.038 ml, 0.472 mmol), DMAP (0.048 g, 0.393 mmol) and 20% phosgene in toluene (0.224 ml, 0.433 mmol). The mixture was stirred at room temperature for two hours. The mixture was filtered and the filtrate was concentrated to dryness under reduced pressure to give [2-(4-bromo-2-chloro-5-isocyanato-phenoxy)-ethoxy]-tert-butyl-dimethyl-silane (0.155 g)... Starting materials: ClCCl, CS(=O)(=O)Cl, Cc1ccc(NC(=O)c2cccc(N3CCOCC3)c2)cc1NC(=O)c1cccc(N)c1, c1ccncc1. Product: Cc1ccc(NC(=O)c2cccc(N3CCOCC3)c2)cc1NC(=O)c1cccc(NS(C)(=O)=O)c1. RXN SMILES: [CH2:44]([Cl:45])[Cl:46].[CH3:1][S:2]([Cl:3])(=[O:4])=[O:5].[CH3:6][c:7]1[c:8]([NH:28][C:29]([c:30]2[cH:31][c:32]([NH2:36])[cH:33][cH:34][cH:35]2)=[O:37])[cH:9][c:10]([NH:13][C:14]([c:15]2[cH:16][c:17]([N:21]3[CH2:22][CH2:23][O:24][CH2:25][CH2:26]3)[cH:18][cH:19][cH:20]2)=[O:27])[cH:11][cH:12]1.[cH:38]1[cH:39][cH:40][n:41][cH:42][cH:43]1>>[CH3:1][S:2](=[O:4])(=[O:5])[NH:36][c:32]1[cH:31][c:30]([C:29]([NH:28][c:8]2[c:7]([CH3:6])[cH:12][cH:11][c:10]([NH:13][C:14]([c:15]3[cH:16][c:17]([N:21]4[CH2:22][CH2:23][O:24][CH2:25][CH2:26]4)[cH:18][cH:19][cH:20]3)=[O:27])[cH:9]2)=[O:37])[cH:35][cH:34][cH:33]1.